From a dataset of the Open Reaction Database (ORD), a public repository of structured organic reaction records. describe an organic reaction: reactants, conditions, products, and yield The reactants are Cl.NC1C(C2=CC=C(C=C2CC1)OC)=O (2-amino-6-methoxy-3,4-dihydronaphthalen-1(2H)-one hydrochloride), C(C)(C)N(CC)C(C)C (diisopropylethylamine), C1(=CC=CC=C1)C1=NOC(=C1C(F)(F)F)C(=O)O (3-phenyl-4-(trifluoromethyl)isoxazole-5-carboxylic acid), C(C(=O)Cl)(=O)Cl (oxalyl chloride). The reagents and catalysts are CN(C1=CC=NC=C1)C (4-(dimethylamino)pyridine), CN(C=O)C (N,N-dimethylformamide). Run in ClCCl (dichloromethane). Run at time 20 minute. Product: COC=1C=C2CCC(C(C2=CC1)=O)NC(=O)C1=C(C(=NO1)C1=CC=CC=C1)C(F)(F)F (N-(6-methoxy-1-oxo-1,2,3,4-tetrahydronaphthalen-2-yl)-3-phenyl-4-(trifluoromethyl)isoxazole-5-carboxamide). Isolated yield 63.1%. Reaction SMILES: [C:1]1([C:7]2[C:11]([C:12]([F:15])([F:14])[F:13])=[C:10]([C:16]([OH:18])=O)[O:9][N:8]=2)[CH:6]=[CH:5][CH:4]=[CH:3][CH:2]=1.C(Cl)(=O)C(Cl)=O.Cl.[NH2:26][CH:27]1[CH2:36][CH2:35][C:34]2[C:29](=[CH:30][CH:31]=[C:32]([O:37][CH3:38])[CH:33]=2)[C:28]1=[O:39].C(N(C(C)C)CC)(C)C>ClCCl.CN(C)C=O.CN(C)C1C=CN=CC=1>[CH3:38][O:37][C:32]1[CH:33]=[C:34]2[C:29](=[CH:30][CH:31]=1)[C:28](=[O:39])[CH:27]([NH:26][C:16]([C:10]1[O:9][N:8]=[C:7]([C:1]3[CH:2]=[CH:3][CH:4]=[CH:5][CH:6]=3)[C:11]=1[C:12]([F:13])([F:14])[F:15])=[O:18])[CH2:36][CH2:35]2 |f:2.3|. Procedure: To a solution of 3-phenyl-4-(trifluoromethyl)isoxazole-5-carboxylic acid (Intermediate I-3D, 300 mg, 1.167 mmol) in dichloromethane (4 mL) at 0° C. was added oxalyl chloride (0.204 mL, 2.333 mmol) and a few drops of N,N-dimethylformamide, and the mixture was stirred at the same temperature for 20 min. Next, the reaction mixture was stirred for 5 min at room temperature, and the solvent and excess oxalyl chloride were evaporated off. The residue was dissolved in anhydrous dichloromethane and evap... Starting materials: CCOC(C)(C)CSCc1c(C)c(OC)cc[n+]1-c1nc2ccc(C(F)(F)F)cc2[nH]1, ClCCl. Yields the product CCOC(C)(C)CSCc1c(C)c(OC)cc[n+]1-c1nc2ccc(C(F)(F)F)cc2[nH]1, [Cl-]. Reaction SMILES: [CH2:1]([CH3:2])[O:3][C:4]([CH2:5][S:6][CH2:7][c:8]1[n+:9](-[c:17]2[nH:18][c:19]3[c:20]([n:21]2)[cH:22][cH:23][c:24]([C:26]([F:27])([F:28])[F:29])[cH:25]3)[cH:10][cH:11][c:12]([O:15][CH3:16])[c:13]1[CH3:14])([CH3:30])[CH3:31].[CH2:32]([Cl:33])[Cl:34]>>[CH2:1]([CH3:2])[O:3][C:4]([CH2:5][S:6][CH2:7][c:8]1[n+:9](-[c:17]2[nH:18][c:19]3[c:20]([n:21]2)[cH:22][cH:23][c:24]([C:26]([F:27])([F:28])[F:29])[cH:25]3)[cH:10][cH:11][c:12]([O:15][CH3:16])[c:13]1[CH3:14])([CH3:30])[CH3:31].[Cl-:33]. Reactants: BrC1=CN(C(C(=N1)NC=1C=C2CCN(CC2=CC1)C(=O)OC(C)(C)C)=O)C (tert-Butyl 6-(6-bromo-4-methyl-3-oxo-3,4-dihydropyrazin-2-ylamino)-3,4-dihydroisoquinoline-2(1H)-carboxylate), Cl (hydrogen chloride). Run in O1CCOCC1 (dioxane), O1CCOCC1 (dioxane). Conditions: time 20 minute. Yields the product BrC=1N=C(C(N(C1)C)=O)NC=1C=C2CCNCC2=CC1 (5-Bromo-1-methyl-3-(1,2,3,4-tetrahydroisoquinolin-6-ylamino)pyrazin-2(1H)-one). Reaction SMILES: [Br:1][C:2]1[N:7]=[C:6]([NH:8][C:9]2[CH:10]=[C:11]3[C:16](=[CH:17][CH:18]=2)[CH2:15][N:14](C(OC(C)(C)C)=O)[CH2:13][CH2:12]3)[C:5](=[O:26])[N:4]([CH3:27])[CH:3]=1.Cl>O1CCOCC1>[Br:1][C:2]1[N:7]=[C:6]([NH:8][C:9]2[CH:10]=[C:11]3[C:16](=[CH:17][CH:18]=2)[CH2:15][NH:14][CH2:13][CH2:12]3)[C:5](=[O:26])[N:4]([CH3:27])[CH:3]=1. Procedure: To a solution of tert-butyl 6-(6-bromo-4-methyl-3-oxo-3,4-dihydropyrazin-2-ylamino)-3,4-dihydroisoquinoline-2(1H)-carboxylate 120a (3.6 g, 8.3 mmol) in dioxane (10 mL) was added saturated hydrogen chloride solution in dioxane (20 mL) dropwise. The reaction mixture was stirred for 20 minutes and concentrated under reduced pressure to give 221a, which was used without further purification in the next step. LC/MS: m/z 336 (M+H)+ Reactants: C1(CCCCC1)[C@@H](/C=C/[C@H]1[C@@H](C[C@@H]2OC(C[C@@H]21)=O)OC2OCCCC2)OC2OCCCC2 ((3aR, 4R, 5R, 6aS)-4-[(E)-(3S)-3-Cyclohexyl-3-(tetrahydropyran-2-yloxy)propenyl]-hexahydro-5-(tetrahydropyran-2-yloxy)-2H-cyclopenta[b]furan-2-one), solution, CC(C)C[AlH]CC(C)C (DIBAL-H), C1(=CC=CC=C1)C (toluene), saturated solution, C(=O)([O-])C(O)C(O)C(=O)[O-].[K+].[Na+] (sodium potassium tartrate). Run in C1CCOC1 (THF). Run at time 2 hour. Yields the product C1(CCCCC1)[C@@H](/C=C/[C@H]1[C@@H](C[C@@H]2OC(C[C@@H]21)O)OC2OCCCC2)OC2OCCCC2 ((3aR, 4R, 5R, 6aS)-4-[(E)-(3S)-3-Cyclohexyl-3-(tetrahydropyran-2-yloxy)propenyl]-hexahydro-5-(tetrahydropyran-2-yloxy)-2H-cyclopenta[b]furan-2-ol). The yield is 82.1%. As a reaction SMILES: [CH:1]1([C@H:7]([O:26][CH:27]2[CH2:32][CH2:31][CH2:30][CH2:29][O:28]2)/[CH:8]=[CH:9]/[C@@H:10]2[C@@H:17]3[C@@H:13]([O:14][C:15](=[O:18])[CH2:16]3)[CH2:12][C@H:11]2[O:19][CH:20]2[CH2:25][CH2:24][CH2:23][CH2:22][O:21]2)[CH2:6][CH2:5][CH2:4][CH2:3][CH2:2]1.CC(C[AlH]CC(C)C)C.C1(C)C=CC=CC=1.C(C(C(C([O-])=O)O)O)([O-])=O.[K+].[Na+]>C1COCC1>[CH:1]1([C@H:7]([O:26][CH:27]2[CH2:32][CH2:31][CH2:30][CH2:29][O:28]2)/[CH:8]=[CH:9]/[C@@H:10]2[C@@H:17]3[C@@H:13]([O:14][CH:15]([OH:18])[CH2:16]3)[CH2:12][C@H:11]2[O:19][CH:20]2[CH2:25][CH2:24][CH2:23][CH2:22][O:21]2)[CH2:6][CH2:5][CH2:4][CH2:3][CH2:2]1 |f:3.4.5|. Reported procedure: To a solution of lactone 24 (5.7 g, 12.7 mmol) in 40 mL of THF at -78° C. was added dropwise a 1.5M solution of DIBAL-H in toluene (11.5 mL, 17.2 mmol). After 2 h, the reaction was poured into 70 mL of a saturated solution of sodium potassium tartrate and was stirred for 30 min. The mixture was extracted with ethyl acetate (3×50 mL), the combined organic layers were dried over MgSO4, filtered and concentrated, and the residue was chromatographed on silica gel (1/1 hexane/ethyl acetate) to afford... Reactants: C[O-].[Na+] (Sodium methoxide), solution, C(C)O (ethanol), C([O-])(O)=O.[Na+] (sodium bicarbonate), C(C)(=O)[O-] (acetate), [N+](=O)(OCCC(C)C)[O-] (isoamyl nitrate), C(C)O (ethanol), [H-].[Na+] (sodium hydride), Cl (HCl). The solvent is COCCOC (1,2-dimethoxyethane), COCCOC (1,2-dimethoxyethane). Reaction conditions: temperature 50 celsius, time 1.5 hour. Product: O1N=C(C2=C1C=CC=C2)C(=O)OCC (ethyl benzo(d)isoxazole-3-carboxylate). The yield is 51.0%. RXN SMILES: [C:1]([O-])(=O)[CH3:2].[N+:5]([O-])([O:7][CH2:8][CH2:9][CH:10]([CH3:12])C)=O.[CH3:14][O-].[Na+].Cl.[H-].[Na+].[C:20](=[O:23])(O)[O-:21].[Na+].[CH2:25](O)[CH3:26]>COCCOC>[O:7]1[C:8]2[CH:9]=[CH:10][CH:12]=[CH:26][C:25]=2[C:14]([C:20]([O:21][CH2:1][CH3:2])=[O:23])=[N:5]1 |f:2.3,5.6,7.8|. Procedure: Ethyl 2-nitrophenyl)acetate (12.3 g, 58.6 mmol) and isoamyl nitrate (8.92 g, 76.1 mmol) were dissolved in ethanol (100 ml). Sodium methoxide (19.9 ml, 58.6 mmol, a 20% solution in ethanol) was added, followed by stirring at 50° C. for 1.5 hours. The reaction mixture was cooled to room temperature and neutralized with 1M HCl (30 ml), followed by extraction with ether. The extract was dried over anhydrous magnesium sulfate and distilled under reduced pressure to remove the solvent. The residue was... The reactants are COC(C1=C(C=C(C(=C1)OC)OCCCl)N)=O (2-amino-4-(2-chloro-ethoxy)-5-methoxy-benzoic acid methyl ester), Cl.C(=N)N (formamidine hydrochloride). Solvent: C(C)O (ethanol). Conditions: temperature 130 celsius. Product: ClCCOC1=C(C=C2C(=NC=NC2=C1)O)OC (7-(2-chloro-ethoxy)-6-methoxy-quinazolin-4-ol). Isolated yield 95.6%. RXN SMILES: C[O:2][C:3](=O)[C:4]1[CH:9]=[C:8]([O:10][CH3:11])[C:7]([O:12][CH2:13][CH2:14][Cl:15])=[CH:6][C:5]=1[NH2:16].Cl.[CH:19](N)=[NH:20]>C(O)C>[Cl:15][CH2:14][CH2:13][O:12][C:7]1[CH:6]=[C:5]2[C:4]([C:3]([OH:2])=[N:20][CH:19]=[N:16]2)=[CH:9][C:8]=1[O:10][CH3:11] |f:1.2|. Reported procedure: To a solution of 2-amino-4-(2-chloro-ethoxy)-5-methoxy-benzoic acid methyl ester (2.4 g, 9.24 mmol) in ethanol was added formamidine hydrochloride (2.97 g, 36.96 mmol). The mixture was heated at 130° C. in sealed tube for 8 h. The precipitate formed was filterd and washed with ethanol and dried to afford the pure compound 7-(2-chloro-ethoxy)-6-methoxy-quinazolin-4-ol (2.25 g, 96%) as an off-white solid. 1H NMR (300 MHz, DMSO-d6) δ 7.95 (s, 1H), 7.45 (s, 2H), 7.15 (s, 1H), 4.40 (t, 2H), 4.00 (t, ... Starting materials: C(C)(=O)OCC (ethyl acetate), CN([C@@H]1[C@H](C(O[C@H]2[C@](C[C@H](C([C@@H]([C@H]3N(C(O[C@@]3([C@H](OC([C@@H](C([C@@H]2C)=O)C)=O)CC)CO[Si](C)(C)C(C)(C)C)=O)CCCCN2C=NC(=C2)C=2C=NC=CC2)C)=O)C)(C)OC)O[C@@H](C1)C)O)C ((3aR,4R,7R,9R,10R,11R,13 R,15R,15aR)-3a-({[tert-butyl(dimethyl)silyl]-oxy}methyl)-4-ethyl-11-methoxy-7,9,11,13,15-pentamethyl-2,6,8,14-tetraoxo-1-[4-(4-pyridin-3-yl-1H-imidazol-1-yl)butyl]tetradecahydro-2H-oxacyclotetradecino[4,3-d][1,3]oxazol-10-yl 3,4,6-trideoxy-3-(dimethylamino)-D-xylo-hexopyranoside), C(C)(=O)O (acetic acid), [F-].C(CCC)[N+](CCCC)(CCCC)CCCC (tetrabutylammonium fluoride). Solvent: O1CCCC1 (tetrahydrofuran), O1CCCC1 (tetrahydrofuran). Reaction conditions: time 48 hour. The product is CN([C@@H]1[C@H](C(O[C@H]2[C@](C[C@H](C([C@@H]([C@H]3N(C(O[C@@]3([C@H](OC([C@@H](C([C@@H]2C)=O)C)=O)CC)CO)=O)CCCCN2C=NC(=C2)C=2C=NC=CC2)C)=O)C)(C)OC)O[C@@H](C1)C)O)C ((3aR,4R,7R,9R,10R,11R,13R,15R,15aR)-4-ethyl-3a-(hydroxymethyl)-11-methoxy-7,9,11,13,15-pentamethyl-2,6,8,14-tetraoxo-1-[4-(4-pyridin-3-yl-1H-imidazol-1-yl)-butyl]tetradecahydro-2H-oxacyclotetradecino[4,3-d][1,3]oxazol-10-yl 3,4,6-trideoxy-3-(dimethylamino)-D-xylo-hexopyranoside). Yield: 48.0%. Reaction SMILES: [CH3:1][N:2]([CH3:66])[C@H:3]1[CH2:63][C@@H:62]([CH3:64])[O:61][CH:5]([O:6][C@@H:7]2[C@@H:23]([CH3:24])[C:22](=[O:25])[C@@H:21]([CH3:26])[C:20](=[O:27])[O:19][C@H:18]([CH2:28][CH3:29])[C@:17]3([CH2:30][O:31][Si](C(C)(C)C)(C)C)[C@H:13]([N:14]([CH2:40][CH2:41][CH2:42][CH2:43][N:44]4[CH:48]=[C:47]([C:49]5[CH:50]=[N:51][CH:52]=[CH:53][CH:54]=5)[N:46]=[CH:45]4)[C:15](=[O:39])[O:16]3)[C@@H:12]([CH3:55])[C:11](=[O:56])[C@H:10]([CH3:57])[CH2:9][C@:8]2([O:59][CH3:60])[CH3:58])[C@@H:4]1[OH:65].C(O)(=O)C.[F-].C([N+](CCCC)(CCCC)CCCC)CCC.C(OCC)(=O)C>O1CCCC1>[CH3:66][N:2]([CH3:1])[C@H:3]1[CH2:63][C@@H:62]([CH3:64])[O:61][CH:5]([O:6][C@@H:7]2[C@@H:23]([CH3:24])[C:22](=[O:25])[C@@H:21]([CH3:26])[C:20](=[O:27])[O:19][C@H:18]([CH2:28][CH3:29])[C@:17]3([CH2:30][OH:31])[C@H:13]([N:14]([CH2:40][CH2:41][CH2:42][CH2:43][N:44]4[CH:48]=[C:47]([C:49]5[CH:50]=[N:51][CH:52]=[CH:53][CH:54]=5)[N:46]=[CH:45]4)[C:15](=[O:39])[O:16]3)[C@@H:12]([CH3:55])[C:11](=[O:56])[C@H:10]([CH3:57])[CH2:9][C@:8]2([O:59][CH3:60])[CH3:58])[C@@H:4]1[OH:65] |f:2.3|. Procedure details: To (3aR,4R,7R,9R,10R,11R,13 R,15R,15aR)-3a-({[tert-butyl(dimethyl)silyl]-oxy}methyl)-4-ethyl-11-methoxy-7,9,11,13,15-pentamethyl-2,6,8,14-tetraoxo-1-[4-(4-pyridin-3-yl-1H-imidazol-1-yl)butyl]tetradecahydro-2H-oxacyclotetradecino[4,3-d][1,3]oxazol-10-yl 3,4,6-trideoxy-3-(dimethylamino)-D-xylo-hexopyranoside (1 eq) in tetrahydrofuran was added acetic acid (2 eq) and tetrabutylammonium fluoride/1.0M in tetrahydrofuran (2 eq). After standing for 48 hours, ethyl acetate was added and the solution was... Yields the product C=CC1CN(C(=O)OCc2ccccc2)CC1NC(=O)OC(C)(C)C. Reaction SMILES: [Br-:44].[CH2:1]([Li:2])[CH2:3][CH2:4][CH3:5].[CH2:6]([c:7]1[cH:8][cH:9][cH:10][cH:11][cH:12]1)[O:13][C:14](=[O:15])[N:16]1[CH2:17][CH:18]([NH:23][C:24](=[O:25])[O:26][C:27]([CH3:28])([CH3:29])[CH3:30])[CH:19]([CH:21]=[O:22])[CH2:20]1.[CH3:45][P+:46]([c:47]1[cH:48][cH:49][cH:50][cH:51][cH:52]1)([c:53]1[cH:54][cH:55][cH:56][cH:57][cH:58]1)[c:59]1[cH:60][cH:61][cH:62][cH:63][cH:64]1.[CH3:70][CH2:71][O:72][C:73](=[O:74])[CH3:75].[O:65]1[CH2:66][CH2:67][CH2:68][CH2:69]1.[OH:31][C:32]([CH2:33][C:34]([C:35](=[O:36])[OH:37])([CH2:38][C:39](=[O:40])[OH:41])[OH:42])=[O:43]>>[CH2:1]=[CH:21][CH:19]1[CH:18]([NH:23][C:24](=[O:25])[O:26][C:27]([CH3:28])([CH3:29])[CH3:30])[CH2:17][N:16]([C:14]([O:13][CH2:6][c:7]2[cH:8][cH:9][cH:10][cH:11][cH:12]2)=[O:15])[CH2:20]1. Reactants: [Br-], [Li]CCCC, CC(C)(C)OC(=O)NC1CN(C(=O)OCc2ccccc2)CC1C=O, C[P+](c1ccccc1)(c1ccccc1)c1ccccc1, CCOC(C)=O, C1CCOC1, O=C(O)CC(O)(CC(=O)O)C(=O)O.